From a dataset of the Open Reaction Database (ORD), a public repository of structured organic reaction records. describe an organic reaction: reactants, conditions, products, and yield Starting materials: ON1N=NC2=C1N=CC=C2 (1-Hydroxy-7-azabenzotriazole), C(C)(=O)OCCCNC([C@@H](CC1=CC=CC=C1)NC)=O (3-((2R)-2-(methylamino)-3-phenylpropionylamino)propyl acetate), C(C)(C)(C)OC(=O)N(C)[C@@H](C(=O)O)CC1=CC2=CC=CC=C2C=C1 ((2R)-2-(N-(tert-Butoxycarbonyl)-N-methylamino)-3-(2-naphthyl)-propionic acid), Cl.CN(CCCN=C=NCC)C (N-(3-dimethylaminopropyl)-N'-ethylcarbodiimide hydrochloride). Solvent: C(C)(=O)OCC (ethyl acetate), ClCCl (dichloromethane), CN(C=O)C (N,N-dimethylformamide), ClCCl (dichloromethane). Reaction conditions: temperature 0 celsius, time 10 minute. Yields the product C(C)(=O)OCCCNC([C@@H](CC1=CC=CC=C1)N(C)C([C@@H](CC1=CC2=CC=CC=C2C=C1)N(C)C(=O)OC(C)(C)C)=O)=O (3-((2R)-2-(N-((2R)-2-(N-(tert-butoxycarbonyl)-N-methylamino)-3-(2-naphthyl)-propionyl)-N-methylamino)-3-phenylpropionylamino)propyl acetate). Isolated yield 82.5%. RXN SMILES: [C:1]([O:5][C:6]([N:8]([C@H:10]([CH2:14][C:15]1[CH:24]=[CH:23][C:22]2[C:17](=[CH:18][CH:19]=[CH:20][CH:21]=2)[CH:16]=1)[C:11]([OH:13])=O)[CH3:9])=[O:7])([CH3:4])([CH3:3])[CH3:2].ON1C2N=CC=CC=2N=N1.Cl.CN(C)CCCN=C=NCC.[C:47]([O:50][CH2:51][CH2:52][CH2:53][NH:54][C:55](=[O:66])[C@H:56]([NH:64][CH3:65])[CH2:57][C:58]1[CH:63]=[CH:62][CH:61]=[CH:60][CH:59]=1)(=[O:49])[CH3:48]>CN(C)C=O.ClCCl.C(OCC)(=O)C>[C:47]([O:50][CH2:51][CH2:52][CH2:53][NH:54][C:55](=[O:66])[C@H:56]([N:64]([C:11](=[O:13])[C@H:10]([N:8]([C:6]([O:5][C:1]([CH3:3])([CH3:4])[CH3:2])=[O:7])[CH3:9])[CH2:14][C:15]1[CH:24]=[CH:23][C:22]2[C:17](=[CH:18][CH:19]=[CH:20][CH:21]=2)[CH:16]=1)[CH3:65])[CH2:57][C:58]1[CH:59]=[CH:60][CH:61]=[CH:62][CH:63]=1)(=[O:49])[CH3:48] |f:2.3|. Reported procedure: (2R)-2-(N-(tert-Butoxycarbonyl)-N-methylamino)-3-(2-naphthyl)-propionic acid (659 mg, 2.0 mmol) was dissolved in N,N-dimethylformamide (3 mL) and dichloromethane (3 mL). The solution was cooled to 0° C. 1-Hydroxy-7-azabenzotriazole (272 mg, 2.0 mmol) was added. After 10 min N-(3-dimethylaminopropyl)-N'-ethylcarbodiimide hydrochloride (460 mg, 2.4 mmol) was added. The reaction mixture was stirred for 10 min. A solution of 3-((2R)-2-(methylamino)-3-phenylpropionylamino)propyl acetate (567 mg, 2.0 ... RXN SMILES: [CH3:17][Si:18]([CH3:19])([CH3:20])[NH:21][Si:22]([CH3:23])([CH3:24])[CH3:25].[CH3:1][C:2]#[N:3].[CH3:26][OH:27].[ClH:4].[ClH:5].[NH2:6][C:7]([CH2:8][NH2:9])([CH3:10])[C:11]1([C:14](=[O:15])[OH:16])[CH2:12][CH2:13]1>>[NH2:6][C:7]1([CH3:10])[CH2:8][NH:9][C:14](=[O:16])[C:11]12[CH2:12][CH2:13]2. Reactants: C[Si](C)(C)N[Si](C)(C)C, CC#N, CO, Cl, Cl, CC(N)(CN)C1(C(=O)O)CC1. The product is CC1(N)CNC(=O)C12CC2. Starting materials: P(=O)(Cl)(Cl)Cl (phosphorus oxychloride), Cl (hydrochloride), C(C)OC(=O)C=1C(=NC(=NC1)C1=CC=C(C=C1)CCCC)O (2-(p-n-butylphenyl)-4-hydroxy-5-pyrimidinecarboxylic acid ethyl ester), C(C)OC(C(C(=O)OCC)=COCC)=O (ethoxymethylenemalonic acid diethyl ester), CC[O-].[Na+] (sodium ethylate), C(C)OC(=O)C=1C(=NC(=NC1)C1=CC=C(C=C1)CCCC)Cl (2-(p-n-butylphenyl)-4-chloro-5-pyrimidinecarboxylic acid ethyl ester). Run in C(C)O (ethanol). The product is C(#N)C=1C=NC(=NC1)C1=CC=C(C=C1)CCCC (5-cyano-2-(4-n-butylphenyl)-pyrimidine). As a reaction SMILES: Cl.C(OC(=O)C(=COCC)C(OCC)=O)C.CC[O-].[Na+].C(O[C:24]([C:26]1[C:27](O)=[N:28][C:29]([C:32]2[CH:37]=[CH:36][C:35]([CH2:38][CH2:39][CH2:40][CH3:41])=[CH:34][CH:33]=2)=[N:30][CH:31]=1)=O)C.P(Cl)(Cl)(Cl)=O.C(OC(C1C(Cl)=[N:55]C(C2C=CC(CCCC)=CC=2)=NC=1)=O)C>C(O)C>[C:24]([C:26]1[CH:27]=[N:28][C:29]([C:32]2[CH:37]=[CH:36][C:35]([CH2:38][CH2:39][CH2:40][CH3:41])=[CH:34][CH:33]=2)=[N:30][CH:31]=1)#[N:55] |f:2.3|. Procedure: The starting material can be obtained according to the procedure of A. R. Todd and F. Bergel, J. Chem. Soc. 1937, 366 from p-n-butylbenzamindine hydrochloride and ethoxymethylenemalonic acid diethyl ester with sodium ethylate in ethanol and subsequent treatment of the obtained 2-(p-n-butylphenyl)-4-hydroxy-5-pyrimidinecarboxylic acid ethyl ester (melting point 198.0°-198.8° C) with phosphorus oxychloride. The melting point of 2-(p-n-butylphenyl)-4-chloro-5-pyrimidinecarboxylic acid ethyl ester i... The reactants are CC(C)C1=CC2=CC[C@@H]3[C@@]([C@H]2CC1)(CCC[C@@]3(C)C(=O)O)C (abietic acid), C(=CC)O (propenol), CO (methanol), C(C)O (ethanol). The reagents and catalysts are [Pd] (palladium/carbon). The solvent is C(C)(=O)O (acetic acid), C1=CC=CC=C1 (benzene). Conditions: time 8 hour. Yields the product CC(C)C=1C=CC2=C(C1)CC[C@@H]3[C@@]2(CCC[C@@]3(C)C(=O)O)C (Dehydroabietic acid). As a reaction SMILES: [CH3:1][CH:2]([C:4]1[CH2:13][CH2:12][C@H:11]2[C:6](=[CH:7][CH2:8][C@H:9]3[C@@:17]([C:19]([OH:21])=[O:20])([CH3:18])[CH2:16][CH2:15][CH2:14][C@@:10]32[CH3:22])[CH:5]=1)[CH3:3].CO.C(O)C.C(O)=CC>[Pd].C1C=CC=CC=1.C(O)(=O)C>[CH3:3][CH:2]([C:4]1[CH:13]=[CH:12][C:11]2[C@@:10]3([CH3:22])[CH2:14][CH2:15][CH2:16][C@:17]([C:19]([OH:21])=[O:20])([CH3:18])[C@@H:9]3[CH2:8][CH2:7][C:6]=2[CH:5]=1)[CH3:1]. Procedure: said abietic acid at 200–300° C. for 1–5 hours with the catalyst of 0.1–5% (wt) of 5%–10% palladium/carbon, or incubating directly at 220–380° C. After incubation and cooling down, adding 0.5 to 10-fold (volume) solvent, said solvent can be any one of methanol, ethanol, propenol, acetyester acetic acid, benzene and methbenzene, keeping refluxed for 1–3 hours, filtering when it is warm, cooling down, allowing it to stand for overnight and be crystallized. Dehydroabietic acid is obtained after fil...